Dataset: the Open Reaction Database (ORD), a public repository of structured organic reaction records. Task: describe an organic reaction: reactants, conditions, products, and yield Starting materials: [BH4-], CCO, CO, Nc1ccc(O)cc1, [Na+], O=Cc1cccnc1. Product: Oc1ccc(NCc2cccnc2)cc1. RXN SMILES: [BH4-:17].[CH2:19]([OH:20])[CH3:21].[CH3:22][OH:23].[NH2:1][c:2]1[cH:3][cH:4][c:5]([OH:6])[cH:7][cH:8]1.[Na+:18].[n:9]1[cH:10][c:11]([CH:15]=[O:16])[cH:12][cH:13][cH:14]1>>[NH:1]([c:2]1[cH:3][cH:4][c:5]([OH:6])[cH:7][cH:8]1)[CH2:15][c:11]1[cH:10][n:9][cH:14][cH:13][cH:12]1. The reactants are [OH-].[Na+] (sodium hydroxide), ClC1=NC=NC2=CC(=C(C=C12)OC)OCCCN1CCS(CC1)(=O)=O (4-chloro-7-(3-(1,1-dioxothiomorpholino)propoxy)-6-methoxyquinazoline), C([O-])([O-])=O.[K+].[K+] (potassium carbonate), OC1=CC=C2C=CC=NC2=C1 (7-hydroxyquinoline). Solvent: CN(C)C=O (DMF). Reaction conditions: temperature 100 celsius, time 5 hour. The product is O=S1(CCN(CC1)CCCOC1=C(C=C2C(=NC=NC2=C1)OC1=CC=C2C=CC=NC2=C1)OC)=O (7-(3-(1,1-dioxothiomorpholino)propoxy)-6-methoxy-4-(quinolin-7-yloxy)quinazoline). The yield is 72.7%. As a reaction SMILES: Cl[C:2]1[C:11]2[C:6](=[CH:7][C:8]([O:14][CH2:15][CH2:16][CH2:17][N:18]3[CH2:23][CH2:22][S:21](=[O:25])(=[O:24])[CH2:20][CH2:19]3)=[C:9]([O:12][CH3:13])[CH:10]=2)[N:5]=[CH:4][N:3]=1.C(=O)([O-])[O-].[K+].[K+].[OH:32][C:33]1[CH:42]=[C:41]2[C:36]([CH:37]=[CH:38][CH:39]=[N:40]2)=[CH:35][CH:34]=1.[OH-].[Na+]>CN(C=O)C>[O:24]=[S:21]1(=[O:25])[CH2:22][CH2:23][N:18]([CH2:17][CH2:16][CH2:15][O:14][C:8]2[CH:7]=[C:6]3[C:11]([C:2]([O:32][C:33]4[CH:42]=[C:41]5[C:36]([CH:37]=[CH:38][CH:39]=[N:40]5)=[CH:35][CH:34]=4)=[N:3][CH:4]=[N:5]3)=[CH:10][C:9]=2[O:12][CH3:13])[CH2:19][CH2:20]1 |f:1.2.3,5.6|. Procedure: A mixture of 4-chloro-7-(3-(1,1-dioxothiomorpholino)propoxy)-6-methoxyquinazoline (220 mg, 0.57 mmol), potassium carbonate (106 mg, 0.77 mmol) and 7-hydroxyquinoline (111 mg, 0.76 mmol) in DMF (7.5 ml) was stirred at 100° C. for 5 hours then allowed to cool to ambient temperature. The reaction mixture was treated with 1M aqueous sodium hydroxide solution (40 ml) and stirred at ambient temperature for a few minutes. The crude solid was collected by filtration washing with water. The resultant sol... The reactants are CC(=O)OC1CCC2C(C=O)CCC12, C1COCCOCCOCCOCCOCCO1, COP(=O)(CC(=O)C1CCCCC1)OC, CCOCC, CC(=O)O, [H-], [Na+], C1CCOC1. Product: CC(=O)OC1CCC2C(C=CC(=O)C3CCCCC3)CCC12. RXN SMILES: [C:36]([CH3:37])(=[O:38])[O:39][CH:40]1[CH:41]2[CH2:42][CH2:43][CH:44]([CH:48]=[O:49])[CH:45]2[CH2:46][CH2:47]1.[CH2:18]1[O:19][CH2:20][CH2:21][O:22][CH2:23][CH2:24][O:25][CH2:26][CH2:27][O:28][CH2:29][CH2:30][O:31][CH2:32][CH2:33][O:34][CH2:35]1.[CH3:1][O:2][P:3](=[O:4])([O:5][CH3:6])[CH2:7][C:8](=[O:9])[CH:10]1[CH2:11][CH2:12][CH2:13][CH2:14][CH2:15]1.[CH3:55][CH2:56][O:57][CH2:58][CH3:59].[CH3:60][C:61](=[O:62])[OH:63].[H-:16].[Na+:17].[O:50]1[CH2:51][CH2:52][CH2:53][CH2:54]1>>[CH:7]([C:8](=[O:9])[CH:10]1[CH2:11][CH2:12][CH2:13][CH2:14][CH2:15]1)=[CH:48][CH:44]1[CH2:43][CH2:42][CH:41]2[CH:40]([O:39][C:36]([CH3:37])=[O:38])[CH2:47][CH2:46][CH:45]21. Starting materials: C(C)OC(=O)OC1=C(C(=O)O)C=CC=C1 (2-(ethoxycarbonyloxy)benzoic acid), S(=O)(Cl)Cl (thionyl chloride). Reagents/catalysts: N1=CC=CC=C1 (pyridine). Run in C1(=CC=CC=C1)C (toluene). Run at time 18 hour. The product is C(C)OC(=O)OC1=C(C(=O)Cl)C=CC=C1 (2-(ethoxycarbonyloxy)benzoyl chloride). Yield: 81.2%. Reaction SMILES: [CH2:1]([O:3][C:4]([O:6][C:7]1[CH:15]=[CH:14][CH:13]=[CH:12][C:8]=1[C:9](O)=[O:10])=[O:5])[CH3:2].S(Cl)([Cl:18])=O>C1(C)C=CC=CC=1.N1C=CC=CC=1>[CH2:1]([O:3][C:4]([O:6][C:7]1[CH:15]=[CH:14][CH:13]=[CH:12][C:8]=1[C:9]([Cl:18])=[O:10])=[O:5])[CH3:2]. Procedure: 5.9 g (28 mmol) of 2-(ethoxycarbonyloxy)benzoic acid are dissolved in 30 ml of toluene with a few drops of pyridine. 2.15 ml (29 mmol) of thionyl chloride are added dropwise and the mixture is stirred at ambient temperature for 18 h and then concentrated to dryness. The residue is precipitated from pentane. The solid is filtered off and then dried. 5.2 g of 2-(ethoxycarbonyloxy)benzoyl chloride are obtained in the form of a white solid with a yield of 80%. The reactants are BrC=1C=C2C=3N(C(C(NC3C1)=O)=O)C(CC2)CC(=O)OC (9-bromo-5-methoxycarbonylmethyl-6,7-dihydro-1H, 5H-pyrido[1,2,3-de]quinoxaline-2,3-dione), [OH-].[Na+] (NaOH). Solvent: C1CCOC1 (THF), CO (methanol). Run at time 2 hour. Yields the product BrC=1C=C2C=3N(C(C(NC3C1)=O)=O)C(CC2)CC(=O)O (9-Bromo-5-carboxymethyl-6,7-dihydro-1H, 5H-pyrido[1,2,3-de]quinoxaline-2,3-dione). Yield: 95.1%. As a reaction SMILES: [Br:1][C:2]1[CH:3]=[C:4]2[CH2:16][CH2:15][CH:14]([CH2:17][C:18]([O:20]C)=[O:19])[N:6]3[C:7](=[O:13])[C:8](=[O:12])[NH:9][C:10]([CH:11]=1)=[C:5]23.[OH-].[Na+]>C1COCC1.CO>[Br:1][C:2]1[CH:3]=[C:4]2[CH2:16][CH2:15][CH:14]([CH2:17][C:18]([OH:20])=[O:19])[N:6]3[C:7](=[O:13])[C:8](=[O:12])[NH:9][C:10]([CH:11]=1)=[C:5]23 |f:1.2|. Reported procedure: To a solution of 9-bromo-5-methoxycarbonylmethyl-6,7-dihydro-1H, 5H-pyrido[1,2,3-de]quinoxaline-2,3-dione (25.0 g, 0.071 mol) in a mixture of THF (350 mL) and methanol (350 mL) was added aqueous 1N NaOH (440 mL). The mixture was stirred for 2 h at room temperature, concentrated to ca. 500 mL, and acidified by addition of aqueous 1N HCl. The precipitates formed were collected by filtration, washed with distilled water, and dried in vacuo to give 22.9 g of the title compound (95%). Reactants: COc1ccc(-n2nc(C(F)(F)F)cc2-c2ccc(C#N)cc2)cc1, CO, Cl. The product is COc1ccc(-n2nc(C(F)(F)F)cc2-c2ccc(CN)cc2)cc1, Cl. Reaction SMILES: [CH3:1][O:2][c:3]1[cH:4][cH:5][c:6](-[n:9]2[n:10][c:11]([C:22]([F:23])([F:24])[F:25])[cH:12][c:13]2-[c:14]2[cH:15][cH:16][c:17]([C:18]#[N:19])[cH:20][cH:21]2)[cH:7][cH:8]1.[CH3:27][OH:28].[ClH:26]>>[CH3:1][O:2][c:3]1[cH:4][cH:5][c:6](-[n:9]2[n:10][c:11]([C:22]([F:23])([F:24])[F:25])[cH:12][c:13]2-[c:14]2[cH:15][cH:16][c:17]([CH2:18][NH2:19])[cH:20][cH:21]2)[cH:7][cH:8]1.[ClH:26]. Starting materials: F[B-](F)(F)F, CCN1CCC(Nc2ccc3[nH]c(C(=O)O)cc3c2)CC1, C1COCCN1, CCN(C(C)C)C(C)C, CN(C)C=O, CN(C)C(On1nnc2ccccc21)=[N+](C)C. Yields the product CCN1CCC(Nc2ccc3[nH]c(C(=O)N4CCOCC4)cc3c2)CC1. Reaction SMILES: [B-:22]([F:23])([F:24])([F:25])[F:26].[CH2:1]([CH3:2])[N:3]1[CH2:4][CH2:5][CH:6]([NH:9][c:10]2[cH:11][c:12]3[cH:13][c:14]([C:19](=[O:20])[OH:21])[nH:15][c:16]3[cH:17][cH:18]2)[CH2:7][CH2:8]1.[CH2:53]1[CH2:54][O:55][CH2:56][CH2:57][NH:58]1.[CH:44]([N:45]([CH2:46][CH3:47])[CH:48]([CH3:49])[CH3:50])([CH3:51])[CH3:52].[O:59]=[CH:60][N:61]([CH3:62])[CH3:63].[n:27]1([O:28][C:29]([N:30]([CH3:31])[CH3:32])=[N+:33]([CH3:34])[CH3:35])[c:36]2[cH:37][cH:38][cH:39][cH:40][c:41]2[n:42][n:43]1>>[CH2:1]([CH3:2])[N:3]1[CH2:4][CH2:5][CH:6]([NH:9][c:10]2[cH:11][c:12]3[cH:13][c:14]([C:19](=[O:20])[N:58]4[CH2:53][CH2:54][O:55][CH2:56][CH2:57]4)[nH:15][c:16]3[cH:17][cH:18]2)[CH2:7][CH2:8]1. The reactants are CO, Cl, O=C(c1ccc(F)c(F)c1Nc1ccc(I)cc1F)N1CC2(CO2)C1, N=C(N)N[N+](=O)[O-], [Na+], C1COCCO1, C1CCOC1, [OH-]. Yields the product Cl, N=C(NCC1(O)CN(C(=O)c2ccc(F)c(F)c2Nc2ccc(I)cc2F)C1)N[N+](=O)[O-]. RXN SMILES: [CH3:47][OH:48].[ClH:35].[F:1][c:2]1[c:3]([NH:4][c:5]2[c:6]([F:12])[cH:7][c:8]([I:11])[cH:9][cH:10]2)[c:13]([C:18](=[O:19])[N:20]2[CH2:21][C:22]3([CH2:23][O:24]3)[CH2:25]2)[cH:14][cH:15][c:16]1[F:17].[N+:26](=[O:27])([O-:28])[NH:29][C:30](=[NH:31])[NH2:32].[Na+:34].[O:36]1[CH2:37][CH2:38][O:39][CH2:40][CH2:41]1.[O:42]1[CH2:43][CH2:44][CH2:45][CH2:46]1.[OH-:33]>>[ClH:35].[F:1][c:2]1[c:3]([NH:4][c:5]2[c:6]([F:12])[cH:7][c:8]([I:11])[cH:9][cH:10]2)[c:13]([C:18](=[O:19])[N:20]2[CH2:21][C:22]([CH2:23][NH:32][C:30]([NH:29][N+:26](=[O:27])[O-:28])=[NH:31])([OH:24])[CH2:25]2)[cH:14][cH:15][c:16]1[F:17]. The reactants are C(C1=CC=CC=C1)O[C@@H]1[C@H](N(C[C@H]1OCC1=CC=CC=C1)CCN1C(C=2C(C1=O)=CC=CC2)=O)COCC2=CC=CC=C2 ((2R,3R,4R)-3,4-Dibenzyloxy-2-benzyloxymethyl-1-(2-phthal-imidoethyl)pyrrolidine), C(C1=CC=CC=C1)O[C@@H]1[C@H](N(C[C@H]1OCC1=CC=CC=C1)CCN1C(C=2C(C1=O)=CC=CC2)=O)COCC2=CC=CC=C2 ((2R,3R,4R)-3,4-Dibenzyloxy-2-benzyloxymethyl-1-(2-phthal-imidoethyl)pyrrolidine), O.NN (hydrazin, hydrate). Run in C(C)O (ethanol). Reaction conditions: temperature 40 celsius, time 18 hour. The product is NCCN1[C@@H]([C@H]([C@@H](C1)OCC1=CC=CC=C1)OCC1=CC=CC=C1)COCC1=CC=CC=C1 ((2R,3R,4R)-1-(2-aminoethyl)-3,4-dibenzyloxy-2-benzyloxymethylpyrrolidine). Yield: 3.1%. Reaction SMILES: [CH2:1]([O:8][C@H:9]1[C@H:13]([O:14][CH2:15][C:16]2[CH:21]=[CH:20][CH:19]=[CH:18][CH:17]=2)[CH2:12][N:11]([CH2:22][CH2:23][N:24]2C(=O)C3=CC=CC=C3C2=O)[C@@H:10]1[CH2:35][O:36][CH2:37][C:38]1[CH:43]=[CH:42][CH:41]=[CH:40][CH:39]=1)[C:2]1[CH:7]=[CH:6][CH:5]=[CH:4][CH:3]=1.O.NN>C(O)C>[NH2:24][CH2:23][CH2:22][N:11]1[CH2:12][C@@H:13]([O:14][CH2:15][C:16]2[CH:17]=[CH:18][CH:19]=[CH:20][CH:21]=2)[C@H:9]([O:8][CH2:1][C:2]2[CH:3]=[CH:4][CH:5]=[CH:6][CH:7]=2)[C@H:10]1[CH2:35][O:36][CH2:37][C:38]1[CH:43]=[CH:42][CH:41]=[CH:40][CH:39]=1 |f:1.2|. Procedure: (2R,3R,4R)-3,4-Dibenzyloxy-2-benzyloxymethyl-1-(2-phthal-imidoethyl)pyrrolidine (Compound 19) (0.64 g, 1.1 mmol) was dissolved in ethanol (20 ml) and hydrazin, hydrate (0.215 ml, 4.4 mmol) was added. The clear solution was stirred for 4 hours at 40° C. and for 18 hours at room temperature. The white precipitate was filtered off and the filtrate evaporated in vacuo. The residue was partitioned between aqueous hydrochloric acid and methylene chloride. The water phase adjusted to pH 11 with 2 N sod...